The task is: describe an organic reaction: reactants, conditions, products, and yield. This data is from the Open Reaction Database (ORD), a public repository of structured organic reaction records. Reactants: ClC=1C=CC2=C(NC=3C(S2)=CN(C(C3C3=CC=C(C=C3)Cl)=O)CO)C1 (7-chloro-4-(4-chlorophenyl)-2-(hydroxymethyl)-5H-pyrido[3,4-b][1,4]benzothiazin-3(2H)-one), C(CCCCCCCCCCCCCCC)(=O)Cl (hexadecanoyl chloride). The solvent is N1=CC=CC=C1 (pyridine). Conditions: time 35 minute. Yields the product ClC=1C=CC2=C(NC=3C(S2)=CN(C(C3C3=CC=C(C=C3)Cl)=O)COC(CCCCCCCCCCCCCCC)=O)C1 (7-chloro-4-(4-chlorophenyl)-2-[(1-oxohexadecyloxy)methyl]-5H-pyrido[3,4-b][1,4]benzothiazin-3(2H)-one). Yield: 78.0%. As a reaction SMILES: [Cl:1][C:2]1[CH:3]=[CH:4][C:5]2[S:10][C:9]3=[CH:11][N:12]([CH2:23][OH:24])[C:13](=[O:22])[C:14]([C:15]4[CH:20]=[CH:19][C:18]([Cl:21])=[CH:17][CH:16]=4)=[C:8]3[NH:7][C:6]=2[CH:25]=1.[C:26](Cl)(=[O:42])[CH2:27][CH2:28][CH2:29][CH2:30][CH2:31][CH2:32][CH2:33][CH2:34][CH2:35][CH2:36][CH2:37][CH2:38][CH2:39][CH2:40][CH3:41]>N1C=CC=CC=1>[Cl:1][C:2]1[CH:3]=[CH:4][C:5]2[S:10][C:9]3=[CH:11][N:12]([CH2:23][O:24][C:26](=[O:42])[CH2:27][CH2:28][CH2:29][CH2:30][CH2:31][CH2:32][CH2:33][CH2:34][CH2:35][CH2:36][CH2:37][CH2:38][CH2:39][CH2:40][CH3:41])[C:13](=[O:22])[C:14]([C:15]4[CH:16]=[CH:17][C:18]([Cl:21])=[CH:19][CH:20]=4)=[C:8]3[NH:7][C:6]=2[CH:25]=1. Reported procedure: To 1.0 g. of 7-chloro-4-(4-chlorophenyl)-2-(hydroxymethyl)-5H-pyrido[3,4-b][1,4]benzothiazin-3(2H)-one (2.6 mmol.) in 15 ml. of pyridine at 0° C. was added dropwise 0.9 ml. of hexadecanoyl chloride (3.9 mmol.). After stirring for 35 minutes, the mixture was poured onto ice-water and allowed to stand for 16 hours at room temperature, resulting in the formation of a yellow precipitate. The precipitate was collected, washed with water and air-dried, then purified using flash chromatography on silic...